Dataset: the Open Reaction Database (ORD), a public repository of structured organic reaction records. Task: describe an organic reaction: reactants, conditions, products, and yield Starting materials: CCO, COc1ccc(Cl)cc1C(=O)N=c1sn(C(C)(C)C)cc1CCN=[N+]=[N-]. Yields the product COc1ccc(Cl)cc1C(=O)N=c1sn(C(C)(C)C)cc1CCN. Reaction SMILES: [CH3:27][CH2:28][OH:29].[N:1](=[N+:2]=[N-:3])[CH2:4][CH2:5][c:6]1[cH:7][n:8]([C:23]([CH3:24])([CH3:25])[CH3:26])[s:9][c:10]1=[N:11][C:12]([c:13]1[c:14]([O:20][CH3:21])[cH:15][cH:16][c:17]([Cl:19])[cH:18]1)=[O:22]>>[NH2:1][CH2:4][CH2:5][c:6]1[cH:7][n:8]([C:23]([CH3:24])([CH3:25])[CH3:26])[s:9][c:10]1=[N:11][C:12]([c:13]1[c:14]([O:20][CH3:21])[cH:15][cH:16][c:17]([Cl:19])[cH:18]1)=[O:22]. The reactants are S(C1=CC=CC(=C1)N2CCCC2)C. The reagents and catalysts are O1B(OC(C)(C)C1(C)C)B2OC(C)(C)C(O2)(C)C, N=1C=CC(=CC1C=2N=CC=C(C2)C)C, C[OH2+].C[OH2+].C1CC=CCCC=C1.C1CC=CCCC=C1.[Ir].[Ir]. The solvent is C=1C=C(C=CC1C)C. Run at temperature 55 celsius, time 24 hour. Yields the product O1B(OC(C)(C)C1(C)C)C2=CC(SC)=CC(=C2)N3CCCC3. The yield is 63.0%. Procedure: dtbpy: A mixture of ortho- and meta-borylated products (101 mg, 63% yield, ortho/meta + para = <0.01); meta-Isomer 5t was obtained by further purification by GPC (86 mg, 54% yield), yellow oil; Reaction SMILES: [CH2:1]([c:2]1[cH:3][cH:4][cH:5][cH:6][cH:7]1)[O:8][c:9]1[cH:10][cH:11][c:12]([C:13](=[O:14])[OH:15])[cH:16][cH:17]1.[NH2:18][CH2:19][CH2:20][OH:21].[O:22]=[CH:23][N:24]([CH3:25])[CH3:26]>>[CH2:1]([c:2]1[cH:3][cH:4][cH:5][cH:6][cH:7]1)[O:8][c:9]1[cH:10][cH:11][c:12]([C:13](=[O:15])[NH:18][CH2:19][CH2:20][OH:21])[cH:16][cH:17]1. Starting materials: O=C(O)c1ccc(OCc2ccccc2)cc1, NCCO, CN(C)C=O. Yields the product O=C(NCCO)c1ccc(OCc2ccccc2)cc1. Reactants: C(O)(O)=O.NNC(=N)N (aminoguanidine bicarbonate), C(CCCCCCCCCCC)(=O)O (dodecanoic acid), O (water). The reagents and catalysts are CN(C1=CC=CC=C1)C (N,N-dimethylaniline). Solvent: C1(=CC=CC=C1)C (toluene). Run at temperature 25 celsius. The product is NC1=NNC(=N1)CCCCCCCCCCC (3-amino 5-undecyl-1H-1,2,4-triazole). The yield is 49.1%. Reaction SMILES: C(=O)(O)O.[NH2:5][NH:6][C:7]([NH2:9])=[NH:8].[C:10](O)(=O)[CH2:11][CH2:12][CH2:13][CH2:14][CH2:15][CH2:16][CH2:17][CH2:18][CH2:19][CH2:20][CH3:21].O>C1(C)C=CC=CC=1.CN(C)C1C=CC=CC=1>[NH2:8][C:7]1[N:9]=[C:21]([CH2:20][CH2:19][CH2:18][CH2:17][CH2:16][CH2:15][CH2:14][CH2:13][CH2:12][CH2:11][CH3:10])[NH:5][N:6]=1 |f:0.1|. Reported procedure: A slurry of aminoguanidine bicarbonate (8.0 g, 59 mmol), dodecanoic acid (11.8 g, 59 mmol), and N,N-dimethylaniline (0.1 mL, 0.8 mmol) in toluene (100 mL) was heated under reflux with the azeotropic removal of water (72 hours). The resulting slurry was cooled (25° C.) and concentrated in vacuo. The residue was partitioned between ethyl acetate (300 mL) and saturated sodium bicarbonate (300 mL). The aqueous layer was back extracted with ethyl acetate, and the combined organics were washed with br... Reactants: BrC=1C=C(C=NC1)N1C2CN3CC(CC(C1)C3)C2 (4-(5-Bromopyridin-3-yl)-1,4-diazatricyclo[4.3.1.13,8]undecane), N1C=CC2=C(C=CC=C12)B(O)O (1H-indol-4-ylboronic acid). Product: N1C=CC2=C(C=CC=C12)C=1C=C(C=NC1)N1C2CN3CC(CC(C1)C3)C2 (4-[5-(1H-indol-4-yl)pyridin-3-yl]-1,4-diazatricyclo[4.3.1.13,8]undecane). As a reaction SMILES: Br[C:2]1[CH:3]=[C:4]([N:8]2[CH2:16][CH:15]3[CH2:17][N:11]4[CH2:12][CH:13]([CH2:18][CH:9]2[CH2:10]4)[CH2:14]3)[CH:5]=[N:6][CH:7]=1.[NH:19]1[C:27]2[C:22](=[C:23](B(O)O)[CH:24]=[CH:25][CH:26]=2)[CH:21]=[CH:20]1>>[NH:19]1[C:27]2[C:22](=[C:23]([C:2]3[CH:3]=[C:4]([N:8]4[CH2:16][CH:15]5[CH2:17][N:11]6[CH2:12][CH:13]([CH2:18][CH:9]4[CH2:10]6)[CH2:14]5)[CH:5]=[N:6][CH:7]=3)[CH:24]=[CH:25][CH:26]=2)[CH:21]=[CH:20]1. Reported procedure: The title compound was prepared from the product of Example 65A and 1H-indol-4-ylboronic acid according to General Method B: LC-MS Method D (ESI+) m/z 344.0 (M+H)+, retention time 1.27 minutes. Reactants: FC=1C=C(C=CC1S(=O)(=O)C)C1=C(N=C(S1)NC(=O)NCCO)C (1-[5-(3-Fluoro-4-methanesulfonyl-phenyl)-4-methyl-thiazol-2-yl]-3-(2-hydroxy-ethyl)-urea), ClC1=C(C=C(C=C1)C1=C(N=C(S1)N)C)S(=O)(=O)C (5-(4-Chloro-3-methanesulfonyl-phenyl)-4-methyl-thiazol-2-ylamine), O1CCN(CC1)C1=CC=C(C=N1)N (6-morpholinopyridin-3-amine). RXN SMILES: FC1C=C(C2SC(N[C:18](NCCO)=[O:19])=NC=2C)C=CC=1S(C)(=O)=O.[Cl:25][C:26]1[CH:31]=[CH:30][C:29]([C:32]2[S:36][C:35]([NH2:37])=[N:34][C:33]=2[CH3:38])=[CH:28][C:27]=1[S:39]([CH3:42])(=[O:41])=[O:40].[O:43]1[CH2:48][CH2:47][N:46]([C:49]2[N:54]=[CH:53][C:52]([NH2:55])=[CH:51][CH:50]=2)[CH2:45][CH2:44]1>>[Cl:25][C:26]1[CH:31]=[CH:30][C:29]([C:32]2[S:36][C:35]([NH:37][C:18]([NH:55][C:52]3[CH:53]=[N:54][C:49]([N:46]4[CH2:47][CH2:48][O:43][CH2:44][CH2:45]4)=[CH:50][CH:51]=3)=[O:19])=[N:34][C:33]=2[CH3:38])=[CH:28][C:27]=1[S:39]([CH3:42])(=[O:40])=[O:41]. Procedure: The title compound is prepared by the same procedure as 1-[5-(3-fluoro-4-methanesulfonyl-phenyl)-4-methyl-thiazol-2-yl]-3-(2-hydroxy-ethyl)-urea (Example 88) replacing 5-(3-fluoro-4-methanesulfonyl-phenyl)-4-methyl-thiazol-2-ylamine (Example 72) with 5-(4-chloro-3-methanesulfonyl-phenyl)-4-methyl-thiazol-2-ylamine (Example 83) and by replacing 2-aminoethanol (part 88b) with 6-morpholinopyridin-3-amine. The product is ClC1=C(C=C(C=C1)C1=C(N=C(S1)NC(=O)NC=1C=NC(=CC1)N1CCOCC1)C)S(=O)(=O)C (1-[5-(4-Chloro-3-methanesulfonyl-phenyl)-4-methyl-thiazol-2-yl]-3-(6-morpholin-4-yl-pyridin-3-yl)-urea). The product is C(C)(C)C1N(C(CN1)=O)CC(=O)N (2-isopropyl-5-oxo-1-imidazolidineacetamide). Reactants: ice, C(C)(C)C1N(C(CN1)=O)CC(=O)OCC (ethyl 2-isopropyl-5-oxo-1-imidazolidineacetate), N (ammonia). Conditions: time 8 hour. Procedure: An ice cold solution of ethyl 2-isopropyl-5-oxo-1-imidazolidineacetate (3.8 g) in methanol (100 ml) was saturated with gaseous ammonia. The solution was stirred at room temperature overnight and the solvent was removed under reduced pressure yielding 2-isopropyl-5-oxo-1-imidazolidineacetamide as viscous oil (Rf 0.33; ethyl acetate/methanol 6:4, silica gel plates). Sulphate monohydrate salt, m.p. 64° C., resolidifing and final decomposition at 114°-118° C. Run in CO (methanol). As a reaction SMILES: [CH:1]([CH:4]1[NH:8][CH2:7][C:6](=[O:9])[N:5]1[CH2:10][C:11]([O:13]CC)=O)([CH3:3])[CH3:2].[NH3:16]>CO>[CH:1]([CH:4]1[NH:8][CH2:7][C:6](=[O:9])[N:5]1[CH2:10][C:11]([NH2:16])=[O:13])([CH3:2])[CH3:3].